From a dataset of the Open Reaction Database (ORD), a public repository of structured organic reaction records. describe an organic reaction: reactants, conditions, products, and yield Reactants: ClCCl, O=C(OC(=O)C(F)(F)F)C(F)(F)F, NC(=O)c1ccc(=O)[nH]n1, O, c1ccncc1. Product: N#Cc1ccc(=O)[nH]n1. As a reaction SMILES: [Cl:30][CH2:31][Cl:32].[F:17][C:18]([F:19])([F:20])[C:21]([O:22][C:23](=[O:24])[C:25]([F:26])([F:27])[F:28])=[O:29].[O:1]=[c:2]1[cH:3][cH:4][c:5]([C:8](=[O:9])[NH2:10])[n:6][nH:7]1.[OH2:33].[cH:11]1[cH:12][cH:13][n:14][cH:15][cH:16]1>>[O:1]=[c:2]1[cH:3][cH:4][c:5]([C:8]#[N:10])[n:6][nH:7]1. Reactants: O=C1NC=NC2=CC(=C(C=C12)O[C@@H]1CC[C@@H](CC1)N(C)C(=O)N1CCOCC1)OC (3,4-dihydro-4-oxo-6-[cis-4-(N-morpholinocarbonyl-N-methyl-amino)-cyclohexyl-oxy]-7-methoxy-quinazoline), S(=O)(Cl)Cl (thionyl chloride). Solvent: CN(C=O)C (dimethylformamide). The product is Cl.ClC1=NC=NC2=CC(=C(C=C12)O[C@@H]1CC[C@@H](CC1)N(C)C(=O)N1CCOCC1)OC (4-Chloro-6-[cis-4-(N-morpholinocarbonyl-N-methyl-amino)-cyclohexyl-oxy]-7-methoxy-quinazoline-hydrochloride). As a reaction SMILES: O=[C:2]1[C:11]2[C:6](=[CH:7][C:8]([O:29][CH3:30])=[C:9]([O:12][C@H:13]3[CH2:18][CH2:17][C@@H:16]([N:19]([C:21]([N:23]4[CH2:28][CH2:27][O:26][CH2:25][CH2:24]4)=[O:22])[CH3:20])[CH2:15][CH2:14]3)[CH:10]=2)[N:5]=[CH:4][NH:3]1.S(Cl)([Cl:33])=O>CN(C)C=O>[ClH:33].[Cl:33][C:2]1[C:11]2[C:6](=[CH:7][C:8]([O:29][CH3:30])=[C:9]([O:12][C@H:13]3[CH2:18][CH2:17][C@@H:16]([N:19]([C:21]([N:23]4[CH2:28][CH2:27][O:26][CH2:25][CH2:24]4)=[O:22])[CH3:20])[CH2:15][CH2:14]3)[CH:10]=2)[N:5]=[CH:4][N:3]=1 |f:3.4|. Procedure details: 800 mg of 3,4-dihydro-4-oxo-6-[cis-4-(N-morpholinocarbonyl-N-methyl-amino)-cyclohexyl-oxy]-7-methoxy-quinazoline, 7 ml of thionyl chloride and 0.1 ml dimethylformamide are refluxed for 3 hours. The volatile components of the reaction mixture are eliminated using the rotary evaporator, the residue is combined with toluene and concentrated again by rotary evaporation. Starting materials: ClC1=NC=C(C(=N1)C=1C=NN(C1)C(CC#N)C1CCCC1)OC (3-(4-(2-chloro-5-methoxypyrimidin-4-yl)-1H-pyrazol-1-yl)-3-cyclopentylpropanenitrile), NC1=CC=C(C(=O)O)C=C1 (p-aminobenzoic acid), C1(=CC=C(C=C1)S(=O)(=O)O)C (p-toluenesulfonic acid). Solvent: O1CCOCC1 (1,4-dioxane). Product: C(#N)CC(C1CCCC1)N1N=CC(=C1)C1=NC(=NC=C1OC)NC1=CC=C(C(=O)O)C=C1 (4-(4-(1-(2-cyano-1-cyclopentylethyl)-1H-pyrazol-4-yl)-5-methoxypyrimidin-2-ylamino)benzoic Acid), mixture. The yield is 76.7%. RXN SMILES: Cl[C:2]1[N:7]=[C:6]([C:8]2[CH:9]=[N:10][N:11]([CH:13]([CH:17]3[CH2:21][CH2:20][CH2:19][CH2:18]3)[CH2:14][C:15]#[N:16])[CH:12]=2)[C:5]([O:22][CH3:23])=[CH:4][N:3]=1.[NH2:24][C:25]1[CH:33]=[CH:32][C:28]([C:29]([OH:31])=[O:30])=[CH:27][CH:26]=1.C1(C)C=CC(S(O)(=O)=O)=CC=1>O1CCOCC1>[C:15]([CH2:14][CH:13]([N:11]1[CH:12]=[C:8]([C:6]2[C:5]([O:22][CH3:23])=[CH:4][N:3]=[C:2]([NH:24][C:25]3[CH:33]=[CH:32][C:28]([C:29]([OH:31])=[O:30])=[CH:27][CH:26]=3)[N:7]=2)[CH:9]=[N:10]1)[CH:17]1[CH2:21][CH2:20][CH2:19][CH2:18]1)#[N:16]. Reported procedure: A mixture of 3-(4-(2-chloro-5-methoxypyrimidin-4-yl)-1H-pyrazol-1-yl)-3-cyclopentylpropanenitrile (120 mg, 0.36 mmol), p-aminobenzoic acid (74.4 mg, 0.542 mmol), and p-toluenesulfonic acid (53 mg, 0.31 mmol) in dry 1,4-dioxane (3 mL) was refluxed overnight. The mixture was cooled to room temperature. The resulting solid was filtered and washed with dioxane to give the desired product as a racemic mixture (120 mg, 76.7%). LCMS (M+H) 433.3. The reactants are O=CC1=CC(OC)=C(O)C=C1 (vanillin), CCOCC (Et2O). Yields the product OCC(CCCCC)O (1,2-Dihydroxyheptane). As a reaction SMILES: O=C[C:3]1[CH:11]=[CH:10][C:8]([OH:9])=[C:5]([O:6]C)[CH:4]=1.[CH3:12]COCC>>[OH:6][CH2:5][CH:8]([OH:9])[CH2:10][CH2:11][CH2:3][CH2:4][CH3:12]. Reported procedure: A solution of the title B ketal (1.87 g, 11.8 mmol) in methanol (30 ml) and concentrated HCl (2.5 ml) was stirred at room temperature 3 hours. The solution was basified by adding concentrated NH4OH solution (10 ml) and the solvent was removed in vacuo. Saturated NaCl solution (50 ml) was added to the residue and the product was extracted into ether (4×50 ml). The combined ether extracts were washed with saturated NaCl solution (50 ml), dried (MgSO4) and freed of solvent in vacuo leaving the titl... Reactants: ClCCl, O=C(OO)c1cccc(Cl)c1, Cc1nn(-c2cc3nc(SCc4ccccc4Cl)sc3cc2Cl)c(=O)n1C(F)F, O. The product is Cc1nn(-c2cc3nc(S(=O)(=O)Cc4ccccc4Cl)sc3cc2Cl)c(=O)n1C(F)F. RXN SMILES: [Cl:1][CH2:2][Cl:3].[Cl:33][c:34]1[cH:35][c:36]([C:41](=[O:38])[O:42][OH:43])[cH:37][cH:39][cH:40]1.[Cl:4][c:5]1[c:6]([CH2:7][S:8][c:9]2[s:10][c:11]3[c:12]([n:13]2)[cH:14][c:15](-[n:19]2[n:20][c:21]([CH3:28])[n:22]([CH:25]([F:26])[F:27])[c:23]2=[O:24])[c:16]([Cl:18])[cH:17]3)[cH:29][cH:30][cH:31][cH:32]1.[OH2:44]>>[Cl:4][c:5]1[c:6]([CH2:7][S:8]([c:9]2[s:10][c:11]3[c:12]([n:13]2)[cH:14][c:15](-[n:19]2[n:20][c:21]([CH3:28])[n:22]([CH:25]([F:26])[F:27])[c:23]2=[O:24])[c:16]([Cl:18])[cH:17]3)(=[O:38])=[O:44])[cH:29][cH:30][cH:31][cH:32]1. Run at time 15 minute. Yield: 194.4%. Yields the product O.O.[Na+].ClC1=CC=C(C=C1)C1=C(C(=NN1)N1CCN(CC1)C(CCC(=O)[O-])=O)C1=CC=NC=C1 (4-[5-(4-chlorophenyl)-4-(4-pyridinyl)-1-H-pyrazol-3-yl]-γ-oxo-1-piperazinebutanoic acid monosodium salt dihydrate). Reported procedure: A slurry of 4-[5-(4-chlorophenyl)-4-(4-pyridinyl)-1H- pyrazol-3-yl]-γ-oxo-1-piperazinebutanoic acid, dihydrate (150 mg, 0.31 mmol) from above in methanol (10 mL) was treated with a solution of sodium hydroxide (12 mg, 0.31 mmol) in methanol (2 mL). The reaction was stirred at room temperature for 15 minutes until dissolution was completed. The solvent was removed in vacuo. The residue was treated with tetrahydrofuran and filtered and air dried to give 150 mg (97%) of 4-[5-(4-chlorophenyl)-4-(4-p... As a reaction SMILES: [OH2:1].O.[Cl:3][C:4]1[CH:9]=[CH:8][C:7]([C:10]2[NH:14][N:13]=[C:12]([N:15]3[CH2:20][CH2:19][N:18]([C:21](=[O:27])[CH2:22][CH2:23][C:24]([OH:26])=[O:25])[CH2:17][CH2:16]3)[C:11]=2[C:28]2[CH:33]=[CH:32][N:31]=[CH:30][CH:29]=2)=[CH:6][CH:5]=1.[OH-].[Na+:35]>CO>[OH2:25].[OH2:1].[Na+:35].[Cl:3][C:4]1[CH:5]=[CH:6][C:7]([C:10]2[NH:14][N:13]=[C:12]([N:15]3[CH2:20][CH2:19][N:18]([C:21](=[O:27])[CH2:22][CH2:23][C:24]([O-:26])=[O:25])[CH2:17][CH2:16]3)[C:11]=2[C:28]2[CH:29]=[CH:30][N:31]=[CH:32][CH:33]=2)=[CH:8][CH:9]=1 |f:0.1.2,3.4,6.7.8.9|. The solvent is CO (methanol), CO (methanol). Starting materials: O.O.ClC1=CC=C(C=C1)C1=C(C(=NN1)N1CCN(CC1)C(CCC(=O)O)=O)C1=CC=NC=C1 (4-[5-(4-chlorophenyl)-4-(4-pyridinyl)-1H- pyrazol-3-yl]-γ-oxo-1-piperazinebutanoic acid, dihydrate), [OH-].[Na+] (sodium hydroxide). Reactants: OC1(COC2=C(OC1)C=CC=C2)CN (3-Hydroxy-3-aminomethyl-3,4-dihydro-2H-1,5-benzodioxepin), C1C(C2=CC=CC=C2)O1 (styrene oxide), Cl (hydrogen chloride). The solvent is CCOCC (ether), CO (methanol). Run at time 48 hour. Product: Cl.OC1(COC2=C(OC1)C=CC=C2)CN(CC(O)C2=CC=CC=C2)CC(C2=CC=CC=C2)O (3-hydroxy-3-[di-(2-hydroxy-2-phenylethyl)aminomethyl)-3,4-dihydro-2H-1,5-benzodioxepin hydrochloride). RXN SMILES: [OH:1][C:2]1([CH2:13][NH2:14])[CH2:8][O:7][C:6]2[CH:9]=[CH:10][CH:11]=[CH:12][C:5]=2[O:4][CH2:3]1.[CH2:15]1[O:23][CH:16]1[C:17]1[CH:22]=[CH:21][CH:20]=[CH:19][CH:18]=1.[ClH:24]>CO.CCOCC>[ClH:24].[OH:1][C:2]1([CH2:13][N:14]([CH2:15][CH:16]([OH:23])[C:17]2[CH:18]=[CH:19][CH:20]=[CH:21][CH:22]=2)[CH2:15][CH:16]([C:17]2[CH:22]=[CH:21][CH:20]=[CH:19][CH:18]=2)[OH:23])[CH2:3][O:4][C:5]2[CH:12]=[CH:11][CH:10]=[CH:9][C:6]=2[O:7][CH2:8]1 |f:5.6|. Procedure: 3-Hydroxy-3-aminomethyl-3,4-dihydro-2H-1,5-benzodioxepin (2.30 g., 11.8 millimole) and styrene oxide (1.42 g., 11.8 millimole) are dissolved in methanol (12 ml.) and the solution then is stirred at ambient temperature for 48 hours. Evaporation of the reaction mixture gives 3.64 g. of a syrup which is chromatographed on a dry silica gel (150 g.) column which had been deactivated with about 25 ml. of water and packed in a 1 3/4 inches glass column. The first three fractions obtained upon elution w... Starting materials: ClC1=CC=C(C=C1)C(C1C(OC(OC1=O)(C)C)=O)C1=CNC2=C(C=CC=C12)CSCC (5-[(4-Chlorophenyl){7-[(ethylsulfanyl)methyl]-1H-indol-3-yl}methyl]-2,2-dimethyl-1,3-dioxane-4,6-dione). Reagents/catalysts: [Cu] (copper). Run in N1=CC=CC=C1 (pyridine), C(C)O (ethanol). The product is ClC1=CC=C(C=C1)C(CC(=O)OCC)C1=CNC2=C(C=CC=C12)CSCC (Ethyl 3-(4-chlorophenyl)-3-{7-[(ethylsulfanyl)methyl]-1H-indol-3-yl}propanoate). The yield is 93.7%. Reaction SMILES: [Cl:1][C:2]1[CH:7]=[CH:6][C:5]([CH:8]([C:19]2[C:27]3[C:22](=[C:23]([CH2:28][S:29][CH2:30][CH3:31])[CH:24]=[CH:25][CH:26]=3)[NH:21][CH:20]=2)[CH:9]2C(=O)O[C:12](C)([CH3:16])[O:11][C:10]2=[O:18])=[CH:4][CH:3]=1>N1C=CC=CC=1.C(O)C.[Cu]>[Cl:1][C:2]1[CH:3]=[CH:4][C:5]([CH:8]([C:19]2[C:27]3[C:22](=[C:23]([CH2:28][S:29][CH2:30][CH3:31])[CH:24]=[CH:25][CH:26]=3)[NH:21][CH:20]=2)[CH2:9][C:10]([O:11][CH2:12][CH3:16])=[O:18])=[CH:6][CH:7]=1. Procedure: 2 mg (0.03 mmol) of copper powder were added to 1.38 g (3.00 mmol) of the compound from Example 14A in 15 ml of pyridine and 5 ml of ethanol. The reaction mixture was heated under reflux for 1 h. It was concentrated, and the residue was taken up in ethyl acetate, washed with 1N hydrochloric acid, dried over magnesium sulfate, filtered through silica gel and concentrated. 1.13 g of the target compound with a purity of 84% (78% of theory) were obtained. Product: NC1=C(C(C(=CC1=NC1=CC=C(C=C1)N(CCCCC)CCCCC)C)=O)Cl (3-amino-2-chloro-4-{[4-(dipentylamino)phenyl]imino}-6-methylcyclohexa-2,5-dien-1-one). Procedure: 0.48 g of 3-amino-2-chloro-6-methylphenol hydrochloride is added to 0.8 g of N,N-dipentylbenzene-1,4-diamine dihydrochloride in solution in 5 ml of water and 40 ml of ethanol. The pH is adjusted to 9.5 with 20% ammonium hydroxide and then 1.7 ml of 9% aqueous hydrogen peroxide solution are added. The mixture is left stirring at ambient temperature for 5 hours and then the precipitate formed is filtered off. 0.72 g of 3-amino-2-chloro-4-{[4-(dipentylamino)phenyl]imino}-6-methylcyclohexa-2,5-dien-... Run in O (water), C(C)O (ethanol). Reactants: [OH-].[NH4+] (ammonium hydroxide), OO (hydrogen peroxide), Cl.NC=1C(=C(C(=CC1)C)O)Cl (3-amino-2-chloro-6-methylphenol hydrochloride), Cl.Cl.C(CCCC)N(C1=CC=C(C=C1)N)CCCCC (N,N-dipentylbenzene-1,4-diamine dihydrochloride). The yield is 72.4%. Conditions: time 5 hour. As a reaction SMILES: Cl.[NH2:2][C:3]1[C:4]([Cl:11])=[C:5]([OH:10])[C:6]([CH3:9])=[CH:7][CH:8]=1.Cl.Cl.[CH2:14]([N:19]([CH2:27][CH2:28][CH2:29][CH2:30][CH3:31])[C:20]1[CH:25]=[CH:24][C:23]([NH2:26])=[CH:22][CH:21]=1)[CH2:15][CH2:16][CH2:17][CH3:18].[OH-].[NH4+].OO>O.C(O)C>[NH2:2][C:3]1[C:8](=[N:26][C:23]2[CH:22]=[CH:21][C:20]([N:19]([CH2:27][CH2:28][CH2:29][CH2:30][CH3:31])[CH2:14][CH2:15][CH2:16][CH2:17][CH3:18])=[CH:25][CH:24]=2)[CH:7]=[C:6]([CH3:9])[C:5](=[O:10])[C:4]=1[Cl:11] |f:0.1,2.3.4,5.6|. Starting materials: CC(C)(C)[O-].[Na+] (NaOtBu), C(=O)O (formic acid), C(C)(C)C1=NOC(=N1)N1CCC(CC1)[C@@H]1[C@@H](C1)CCOC1=CC=C(N)C=C1 (4-(2-{(1S,2R)-2-[1-(3-isopropyl-1,2,4-oxadiazol-5-yl)piperidin-4-yl]cyclopropyl}ethoxy)aniline), CCN(C(C)C)C(C)C (DIPEA), ClCCN=C=O (2-chloroethyl isocyanate). Run in C1CCOC1 (THF). Reaction conditions: time 1 hour. Yields the product CC(C)C1=NOC(=N1)N1CCC(CC1)[C@@H]1[C@@H](C1)CCOC1=CC=C(C=C1)N1C(NCC1)=O (1-(4-{2-[(1S,2R)-2-{1-[3-(1-methylethyl)-1,2,4-oxadiazol-5-yl]piperidin-4-yl]cyclopropyl}ethoxy}phenyl)imidazolidin-2-one). As a reaction SMILES: [CH:1]([C:4]1[N:8]=[C:7]([N:9]2[CH2:14][CH2:13][CH:12]([C@H:15]3[CH2:17][C@H:16]3[CH2:18][CH2:19][O:20][C:21]3[CH:27]=[CH:26][C:24]([NH2:25])=[CH:23][CH:22]=3)[CH2:11][CH2:10]2)[O:6][N:5]=1)([CH3:3])[CH3:2].CCN(C(C)C)C(C)C.Cl[CH2:38][CH2:39][N:40]=[C:41]=[O:42].CC([O-])(C)C.[Na+].C(O)=O>C1COCC1>[CH3:2][CH:1]([C:4]1[N:8]=[C:7]([N:9]2[CH2:14][CH2:13][CH:12]([C@H:15]3[CH2:17][C@H:16]3[CH2:18][CH2:19][O:20][C:21]3[CH:27]=[CH:26][C:24]([N:25]4[CH2:38][CH2:39][NH:40][C:41]4=[O:42])=[CH:23][CH:22]=3)[CH2:11][CH2:10]2)[O:6][N:5]=1)[CH3:3] |f:3.4|. Procedure: To a solution of 4-(2-{(1S,2R)-2-[1-(3-isopropyl-1,2,4-oxadiazol-5-yl)piperidin-4-yl]cyclopropyl}ethoxy)aniline (82 mg, 0.221 mmol) in THF (2.5 ml) at room temperature under nitrogen was added DIPEA (0.155 ml, 0.885 mmol), followed by 2-chloroethyl isocyanate (0.038 ml, 0.443 mmol) and the resulting mixture stirred at room temperature for 1 hour. The mixture was then cooled to 0° C. and NaOtBu (2M solution in THF) (0.443 ml, 0.885 mmol) was added dropwise. The ice bath was removed and the mixtur...